This data is from the Open Reaction Database (ORD), a public repository of structured organic reaction records. The task is: describe an organic reaction: reactants, conditions, products, and yield Procedure details: Magnesium (0.60 g, 24.6 mmol) and THF (5 ml) were added to 2-neck flask, and the reaction was initiated with addition of small amount of THF (25 ml) a solution including 1,4-dibromobenzene (5.30 g, 22.4 mmol). Then, the remaining THF solution including 1,4-dibromobenzene was slowly added dropwise with maintaining at 20-25° C. and was stirred for 2 hours. THF solution (8 ml) of 1,4-Dioxaspiro[4.5]decan-8-one (2.60 g, 17.0 mmol) was added slowly dropwise with maintaining 10-15° C., warmed to a roo... Reaction SMILES: [Mg].Br[C:3]1[CH:8]=[CH:7][C:6]([Br:9])=[CH:5][CH:4]=1.[O:10]1[C:14]2([CH2:19][CH2:18][C:17](=[O:20])[CH2:16][CH2:15]2)[O:13][CH2:12][CH2:11]1.[NH4+].[Cl-]>C1COCC1>[Br:9][C:6]1[CH:7]=[CH:8][C:3]([C:17]2([OH:20])[CH2:18][CH2:19][C:14]3([O:13][CH2:12][CH2:11][O:10]3)[CH2:15][CH2:16]2)=[CH:4][CH:5]=1 |f:3.4|. The yield is 174.7%. Reaction conditions: temperature 22.5 celsius, time 2 hour. Starting materials: O1CCOC12CCC(CC2)=O (1,4-Dioxaspiro[4.5]decan-8-one), [NH4+].[Cl-] (NH4Cl), BrC1=CC=C(C=C1)Br (1,4-dibromobenzene), [Mg] (Magnesium), BrC1=CC=C(C=C1)Br (1,4-dibromobenzene). Solvent: C1CCOC1 (THF), C1CCOC1 (THF), C1CCOC1 (THF), C1CCOC1 (THF). The product is BrC1=CC=C(C=C1)C1(CCC2(OCCO2)CC1)O (8-(4-bromophenyl)-1,4-dioxaspiro[4.5]decane-8-ol). Starting materials: BrC1=CC(=C(C(=O)O)C=C1)OC (4-Bromo-2-methoxybenzoic acid), C([O-])([O-])=O.[Na+].[Na+] (sodium carbonate), S(=O)(Cl)Cl (Thionyl chloride). Reaction conditions: temperature 80 celsius. Yields the product BrC1=CC(=C(C=C1)C(=O)Cl)OC (4-bromo-2-methoxy-1-benzenecarbonyl chloride). Yield: 100.0%. RXN SMILES: [Br:1][C:2]1[CH:10]=[CH:9][C:5]([C:6](O)=[O:7])=[C:4]([O:11][CH3:12])[CH:3]=1.C(=O)([O-])[O-].[Na+].[Na+].S(Cl)([Cl:21])=O>>[Br:1][C:2]1[CH:10]=[CH:9][C:5]([C:6]([Cl:21])=[O:7])=[C:4]([O:11][CH3:12])[CH:3]=1 |f:1.2.3|. Procedure details: 4-Bromo-2-methoxybenzoic acid (2.934 g, 12.70 mmol) was mixed with sodium carbonate (2.2 g, 26.51 mmol). Thionyl chloride (20 mL) was added and the reaction mixture was heated at 80° C. for 16 hours. After distilling off excess thionyl chloride, heptane was added and the solid was collected by filtration to give 4-bromo-2-methoxy-1-benzenecarbonyl chloride (3.16 g, 100%). 1H NMR (CDCl3) δ 3.94 (s, 3H), 7.16 (s, 1H), 7.20 (d, J=8.51 Hz, 1H), 7.95 (d, J=8.51 Hz, 1H).